describe an organic reaction: reactants, conditions, products, and yield From a dataset of the Open Reaction Database (ORD), a public repository of structured organic reaction records. Starting materials: C(=O)=O (carbon dioxide), ( G ), C1=C(C=CC2=CC=CC=C12)[O-].[Na+] (sodium 2-naphtholate), C1=C(C=CC2=CC=CC=C12)O (2-naphthol), mixture, 420. The solvent is O (water). Reaction conditions: time 3 hour. The product is OC1=CC2=CC=CC=C2C=C1C(=O)O (2-hydroxynaphthalene-3-carboxylic acid). RXN SMILES: [CH:1]1[C:10]2[C:5](=[CH:6][CH:7]=[CH:8][CH:9]=2)[CH:4]=[CH:3][C:2]=1[O-:11].[Na+].C1C2C(=CC=CC=2)C=CC=1O.[C:24](=[O:26])=[O:25]>O>[OH:11][C:2]1[C:3]([C:24]([OH:26])=[O:25])=[CH:4][C:5]2[C:10](=[CH:9][CH:8]=[CH:7][CH:6]=2)[CH:1]=1 |f:0.1|. Procedure details: A finishing treatment was carried out continuously, while employing the facilities as shown in the drawing. On an hourly basis, 83 kg of sodium 2-naphtholate, 42 kg of 2-naphthol and 166 kg of a mixture of hydrogenated triphenyls were fed to a stirring tank 1, followed by stirring and suspension. The resulting suspension mixture was supplied at a rate of 291 kg/hr to a reaction vessel 2 maintained at a carbon dioxide pressure of 6 kg/cm2 (G), and a reaction was allowed to proceed at 260° C., wit...